describe an organic reaction: reactants, conditions, products, and yield From a dataset of the Open Reaction Database (ORD), a public repository of structured organic reaction records. Solvent: C1CCCCC1.C(C)(=O)OCC (cyclohexane ethyl acetate), C(Cl)Cl (methylene dichloride), C(Cl)Cl (methylene dichloride). Product: C(CCCCCCCCCCCCCCC)[C@@]1(CC(OC)O[C@@H]1CO)O (Methyl 2-Deoxy-3-n-hexadecyl-D-ribofuranoside). RXN SMILES: [CH2:1]([C@@:17]1([OH:45])[C@@H:23]([CH:24](C(C2C=CC=CC=2)(C2C=CC=CC=2)C2C=CC=CC=2)[OH:25])[O:22][CH:19]([O:20][CH3:21])[CH2:18]1)[CH2:2][CH2:3][CH2:4][CH2:5][CH2:6][CH2:7][CH2:8][CH2:9][CH2:10][CH2:11][CH2:12][CH2:13][CH2:14][CH2:15][CH3:16].CO.O.C1(C)C=CC(S(O)(=O)=O)=CC=1.C1CCCCC1.CCOCC>C(Cl)Cl.C1CCCCC1.C(OCC)(=O)C>[CH2:1]([C@@:17]1([OH:45])[C@@H:23]([CH2:24][OH:25])[O:22][CH:19]([O:20][CH3:21])[CH2:18]1)[CH2:2][CH2:3][CH2:4][CH2:5][CH2:6][CH2:7][CH2:8][CH2:9][CH2:10][CH2:11][CH2:12][CH2:13][CH2:14][CH2:15][CH3:16] |f:2.3,4.5,7.8|. Starting materials: CO (MeOH), C1CCCCC1.CCOCC (cyclohexane ether), C(CCCCCCCCCCCCCCC)[C@@]1(CC(OC)O[C@@H]1C(O)C(C1=CC=CC=C1)(C1=CC=CC=C1)C1=CC=CC=C1)O (methyl 2-deoxy-3-n-hexadecyl-5-trityl-D-ribofuranoside), O.C1(=CC=C(C=C1)S(=O)(=O)O)C (p-toluene sulfonic acid monohydrate). Reaction conditions: time 4 hour. Reported procedure: A solution of 1.365 g of methyl 2-deoxy-3-n-hexadecyl-5-trityl-D-ribofuranoside in 11.1 ml of methylene dichloride were placed in a 50 ml round-bottomed flask. 11.1 ml of MeOH were added with stirring at room temperature followed by 42.7 mg of p-toluene sulfonic acid monohydrate. After 4 hours, TLC (SiO2 ; 3:1 cyclohexane/ether or 5:1 cyclohexane/ethyl acetate) indicated reaction was substantially complete. The reaction mixture was then diluted with methylene dichloride, and the organic solution... Reactants: N12CC(C(CC1)CC2)NC(=O)C=2C=CC=C1C2N=C(O1)C1=CC=C(C=C1)I (N-(1-azabicyclo[2.2.2]oct-3-yl)-2-(4-iodophenyl)benzoxazole-4-carboxamide), C[Si](C)(C)C#C ((trimethylsilyl)acetylene). The reagents and catalysts are [Cu]I (copper(I) iodide), Cl[Pd]([P](C1=CC=CC=C1)(C2=CC=CC=C2)C3=CC=CC=C3)([P](C4=CC=CC=C4)(C5=CC=CC=C5)C6=CC=CC=C6)Cl (bis(triphenylphosphine)dichloropalladium(II)). Solvent: CN(C)C=O (DMF), C(C)N(CC)CC (triethylamine). Reaction conditions: time 1 hour. Product: N12CC(C(CC1)CC2)NC(=O)C=2C=CC=C1C2N=C(O1)C1=CC=C(C=C1)C#C[Si](C)(C)C (N-(1-azabicyclo[2.2.2]oct-3-yl)-2-(4-trimethylsilylethynylphenyl)benzoxazole-4-carboxamide). Isolated yield 90.2%. RXN SMILES: [N:1]12[CH2:8][CH2:7][CH:4]([CH2:5][CH2:6]1)[CH:3]([NH:9][C:10]([C:12]1[CH:13]=[CH:14][CH:15]=[C:16]3[O:20][C:19]([C:21]4[CH:26]=[CH:25][C:24](I)=[CH:23][CH:22]=4)=[N:18][C:17]=13)=[O:11])[CH2:2]2.[CH3:28][Si:29]([C:32]#[CH:33])([CH3:31])[CH3:30]>CN(C=O)C.C(N(CC)CC)C.[Cu]I.Cl[Pd](Cl)([P](C1C=CC=CC=1)(C1C=CC=CC=1)C1C=CC=CC=1)[P](C1C=CC=CC=1)(C1C=CC=CC=1)C1C=CC=CC=1>[N:1]12[CH2:8][CH2:7][CH:4]([CH2:5][CH2:6]1)[CH:3]([NH:9][C:10]([C:12]1[CH:13]=[CH:14][CH:15]=[C:16]3[O:20][C:19]([C:21]4[CH:26]=[CH:25][C:24]([C:33]#[C:32][Si:29]([CH3:31])([CH3:30])[CH3:28])=[CH:23][CH:22]=4)=[N:18][C:17]=13)=[O:11])[CH2:2]2 |^1:50,69|. Procedure details: To a solution of N-(1-azabicyclo[2.2.2]oct-3-yl)-2-(4-iodophenyl)benzoxazole-4-carboxamide (50 mg, 0.11 mmol) in DMF (1 mL) and triethylamine (1 mL), (trimethylsilyl)acetylene (0.045 mL, 0.33 mmol) was added at room temperature followed by copper(I) iodide (4.2 mg, 0.022 mmol) and bis(triphenylphosphine)dichloropalladium(II) (7.7 mg, 0.011 mmol). The resulting mixture was stirred under nitrogen at room temperature for 1 h, and then was quenched with water, extracted with methylene chloride. The ... Starting materials: C(Cl)Cl.CO (CH2Cl2 methanol), ClCCCC(=O)Cl (4-chlorobutyryl chloride), NC1=CC=CC2=CC=3C4=C(C(N(C(C4=C21)=O)CCN(C)C)=O)C=CC3 (11-amino-2-[2-(dimethylamino)ethyl]-1H-dibenzo[de,h]isoquinoline-1,3(2H)-dione). Solvent: C(C)#N (acetonitrile). Reaction conditions: temperature 20 celsius, time 3 hour. Yields the product ClCCCC(=O)NC1=CC=CC2=CC=3C4=C(C(N(C(C4=C21)=O)CCN(C)C)=O)C=CC3 (4-chloro-N-{2-[2-(dimethylamino)ethyl]-1,3-dioxo-2,3-dihydro-1H-dibenzo[de,h]isoquinolin-11-yl}butanamide). Isolated yield 53.0%. RXN SMILES: [NH2:1][C:2]1[C:15]2[C:6](=[CH:7][C:8]3[C:9]4[C:14]=2[C:13](=[O:16])[N:12]([CH2:17][CH2:18][N:19]([CH3:21])[CH3:20])[C:11](=[O:22])[C:10]=4[CH:23]=[CH:24][CH:25]=3)[CH:5]=[CH:4][CH:3]=1.[Cl:26][CH2:27][CH2:28][CH2:29][C:30](Cl)=[O:31].C(Cl)Cl.CO>C(#N)C>[Cl:26][CH2:27][CH2:28][CH2:29][C:30]([NH:1][C:2]1[C:15]2[C:6](=[CH:7][C:8]3[C:9]4[C:14]=2[C:13](=[O:16])[N:12]([CH2:17][CH2:18][N:19]([CH3:20])[CH3:21])[C:11](=[O:22])[C:10]=4[CH:23]=[CH:24][CH:25]=3)[CH:5]=[CH:4][CH:3]=1)=[O:31] |f:2.3|. Procedure details: A solution of 100 mg (0.30 mmole) of 11-amino-2-[2-(dimethylamino)ethyl]-1H-dibenzo[de,h]isoquinoline-1,3(2H)-dione (obtained in example 3) in 4 mL of acetonitrile was stirred at 20° C. 68 μL of 4-chlorobutyryl chloride were added. The mixture was magnetically stirred at 20° C. during 3 hours. The solvent was then evaporated under reduced pressure and the residue was submitted to a flash chromatography on silica (eluent: CH2Cl2/methanol in a 97:3 volume ratio) to provide 70 mg (yield: 53%) of th... Starting materials: COC(=O)Cc1c(-c2ccccc2)c(=O)[nH]c2cc(Cl)ccc12, CO, [Na+], [OH-], O. Yields the product O=C(O)Cc1c(-c2ccccc2)c(=O)[nH]c2cc(Cl)ccc12. Reaction SMILES: [CH3:1][O:2][C:3](=[O:4])[CH2:5][c:6]1[c:7](-[c:18]2[cH:19][cH:20][cH:21][cH:22][cH:23]2)[c:8](=[O:17])[nH:9][c:10]2[cH:11][c:12]([Cl:16])[cH:13][cH:14][c:15]12.[CH3:27][OH:28].[Na+:25].[OH-:24].[OH2:26]>>[O:2]=[C:3]([OH:4])[CH2:5][c:6]1[c:7](-[c:18]2[cH:19][cH:20][cH:21][cH:22][cH:23]2)[c:8](=[O:17])[nH:9][c:10]2[cH:11][c:12]([Cl:16])[cH:13][cH:14][c:15]12. The solvent is CO (methanol), O (water), O (water). Conditions: time 2 hour. Reactants: C(C)(=O)O[C@@H]1[C@@]2([C@]3(C=CC(C=C3CC[C@H]2[C@@H]2CC(C([C@@]2(C)C1)(SC)SC)=O)=O)C)F (11β-(acetyloxy)-9-fluoro-17,17-bis(methylthio)androsta-1,4-diene-3,16-dione), O1CCCC1 (tetrahydrofuran), C([O-])([O-])=O.[K+].[K+] (potassium carbonate). Reported procedure: To a stirred solution of 1.7 g (3.76 mmole) of 11β-(acetyloxy)-9-fluoro-17,17-bis(methylthio)androsta-1,4-diene-3,16-dione in a mixture of methanol (70 ml), tetrahydrofuran (50 ml) and water (5 ml) was added 10% potassium carbonate solution dropwise until the pH of solution was about 10. The solution was allowed to stir at room temperature under nitrogen for 2 hours and quenched with a slight excess of concentrated acetic acid. The solvent was evaporated in vacuo to give a slurry. This was dilut... The product is F[C@@]12[C@]3(C=CC(C=C3CC[C@H]1[C@@H]1CC(C([C@@]1(C)C[C@@H]2O)(SC)SC)=O)=O)C (9-Fluoro-11β-hydroxy-17,17-bis(methylthio)androsta-1,4-diene-3,16-dione). RXN SMILES: C([O:4][C@H:5]1[CH2:22][C@@:20]2([CH3:21])[C@@H:16]([CH2:17][C:18](=[O:27])[C:19]2([S:25][CH3:26])[S:23][CH3:24])[C@H:15]2[C@@:6]1([F:30])[C@:7]1([CH3:29])[C:12]([CH2:13][CH2:14]2)=[CH:11][C:10](=[O:28])[CH:9]=[CH:8]1)(=O)C.O1CCCC1.C(=O)([O-])[O-].[K+].[K+]>CO.O>[F:30][C@:6]12[C@@H:5]([OH:4])[CH2:22][C@@:20]3([CH3:21])[C@@H:16]([CH2:17][C:18](=[O:27])[C:19]3([S:23][CH3:24])[S:25][CH3:26])[C@@H:15]1[CH2:14][CH2:13][C:12]1[C@:7]2([CH3:29])[CH:8]=[CH:9][C:10](=[O:28])[CH:11]=1 |f:2.3.4|. Yield: 87.5%. Starting materials: FC1=CC=C(C(=O)O)C=C1 (4-fluorobenzoic acid), CC(C)O (2-propanol), N,N'-carbonyldiimidazole, NC1=NC2=NC(=CC=C2C=C1)Cl (2-amino-7-chloro-1,8-naphthyridine). The solvent is O (water). Conditions: temperature 4 celsius. The product is ClC1=CC=C2C=CC(=NC2=N1)NC(C1=CC=C(C=C1)F)=O (N-(7-chloro-1,8-naphthyridin-2-yl)-4-fluorobenzamide). Isolated yield 68.9%. As a reaction SMILES: [F:1][C:2]1[CH:10]=[CH:9][C:5]([C:6]([OH:8])=O)=[CH:4][CH:3]=1.[NH2:11][C:12]1[CH:21]=[CH:20][C:19]2[C:14](=[N:15][C:16]([Cl:22])=[CH:17][CH:18]=2)[N:13]=1.CC(O)C>O>[Cl:22][C:16]1[N:15]=[C:14]2[C:19]([CH:20]=[CH:21][C:12]([NH:11][C:6](=[O:8])[C:5]3[CH:4]=[CH:3][C:2]([F:1])=[CH:10][CH:9]=3)=[N:13]2)=[CH:18][CH:17]=1. Reported procedure: The procedure is similar to that described in Example 1, but starting with 4-fluorobenzoic acid (11.2 g), N,N'-carbonyldiimidazole (12.9 g) and 2-amino-7-chloro-1,8-naphthyridine (8.9 g). The product produced by precipitation in water (14.3 g; m.p. 230° C.) is dissolved in boiling 2-propanol (800 cc). After 4 hours' cooling at 4° C., the crystallised solid is separated by filtration, washed with 2-propanol (3×10 cc) and dried at 40° C. under reduced pressure (0.067 kPa). N-(7-chloro-1,8-naphthyr... The reactants are COCCOC, CCCc1ccc(CO)c(OC)c1, O, O=S(Cl)Cl, c1ccncc1. The product is CCCc1ccc(CCl)c(OC)c1. As a reaction SMILES: [CH2:7]([CH2:8][O:9][CH3:10])[O:11][CH3:12].[CH3:13][O:14][c:15]1[c:16]([CH2:24][OH:25])[cH:17][cH:18][c:19]([CH2:21][CH2:22][CH3:23])[cH:20]1.[OH2:30].[S:26]([Cl:27])([Cl:28])=[O:29].[cH:1]1[cH:2][cH:3][n:4][cH:5][cH:6]1>>[CH3:13][O:14][c:15]1[c:16]([CH2:24][Cl:28])[cH:17][cH:18][c:19]([CH2:21][CH2:22][CH3:23])[cH:20]1. The reactants are BrCCOC1=CC=C(C=C1)O (4-(2-bromoethoxy)-phenol), C(C=C)Br (allyl bromide), C([O-])([O-])=O.[K+].[K+] (potassium carbonate), O (water). The solvent is CC(=O)C (acetone), CCCCCC (hexane). The product is BrCCOC1=CC=C(C=C1)OCC=C (1-(2-Bromoethoxy)-4-(2-propenyloxy)benzene). RXN SMILES: [Br:1][CH2:2][CH2:3][O:4][C:5]1[CH:10]=[CH:9][C:8]([OH:11])=[CH:7][CH:6]=1.[CH2:12](Br)[CH:13]=[CH2:14].C(=O)([O-])[O-].[K+].[K+].O>CC(C)=O.CCCCCC>[Br:1][CH2:2][CH2:3][O:4][C:5]1[CH:10]=[CH:9][C:8]([O:11][CH2:14][CH:13]=[CH2:12])=[CH:7][CH:6]=1 |f:2.3.4|. Reported procedure: To a solution of 45.0 g of 4-(2-bromoethoxy)-phenol (0.207 mol) in 310 ml of acetone was added 54 ml of allyl bromide (0.619 mol) and 45.0 g of anhydrous potassium carbonate (0.326 mol). The reaction mixture was stirred under reflux for eleven hours and was cooled and poured into 2500 ml of water. The mixture was extracted twice with 3:1 ether:methylene-chloride, and the organic layers were washed twice with 1 N NaOH, once with H2O, dried (Na2SO4) and concentrated to dryness under reduced pressu... The reactants are C(CC(=O)C)(=O)OC (methyl acetoacetate), [Na] (sodium), C(CCCCCCC\C=C/CCCCCCCC)OC1=CC(=CO1)C(=O)Cl (5-(cis-9-octadecen-1-yloxy)-3-furoyl chloride). Solvent: C1=CC=CC=C1 (benzene). The product is C(CCCCCCC\C=C/CCCCCCCC)OC1=CC(=CO1)C(=O)C(C(=O)OC)C(=O)C (2-[5-(cis-9-octadecen-1-yloxy)-3-furoyl]acetoacetic acid, methyl ester). Reaction SMILES: [C:1]([O:7][CH3:8])(=[O:6])[CH2:2][C:3]([CH3:5])=[O:4].[Na].[CH2:10]([O:28][C:29]1[O:33][CH:32]=[C:31]([C:34](Cl)=[O:35])[CH:30]=1)[CH2:11][CH2:12][CH2:13][CH2:14][CH2:15][CH2:16][CH2:17]/[CH:18]=[CH:19]\[CH2:20][CH2:21][CH2:22][CH2:23][CH2:24][CH2:25][CH2:26][CH3:27]>C1C=CC=CC=1>[CH2:10]([O:28][C:29]1[O:33][CH:32]=[C:31]([C:34]([CH:2]([C:3]([CH3:5])=[O:4])[C:1]([O:7][CH3:8])=[O:6])=[O:35])[CH:30]=1)[CH2:11][CH2:12][CH2:13][CH2:14][CH2:15][CH2:16][CH2:17]/[CH:18]=[CH:19]\[CH2:20][CH2:21][CH2:22][CH2:23][CH2:24][CH2:25][CH2:26][CH3:27] |^1:8|. Procedure details: To a cooled mixture of 40.0 g (0.106 mole) of 5-(cis-9-octadecen-1-yloxy)-3-furoic acid in methylene chloride is added 30 ml of thionyl chloride. The mixture is stirred for 5 hours. Then the solvent and excess thionyl chloride is removed under reduced pressure affording the crude 5-(cis-9-octadecen-1-yloxy)-3-furoyl chloride. A mixture of 11.6 g (0.100 moles) of methyl acetoacetate and 2.3 g of sodium in 1 liter of benzene is refluxed for 20 hours, then cooled, and the crude 5-(cis-9-octadecen-1...